Dataset: the Open Reaction Database (ORD), a public repository of structured organic reaction records. Task: describe an organic reaction: reactants, conditions, products, and yield The reactants are N1=CC=CC2=CC=CC=C12 (quinoline), BrC1=CC(=CC=2C=C(SC21)C(=O)O)C(F)(F)F (7-bromo-5-(trifluoromethyl)-1-benzothiophene-2-carboxylic acid). The reagents and catalysts are [Cu] (copper). Run at temperature 200 celsius. Product: BrC1=CC(=CC=2C=CSC21)C(F)(F)F (7-Bromo-5-(trifluoromethyl)-1-benzothiophene). Reaction SMILES: N1C2C(=CC=CC=2)C=CC=1.[Br:11][C:12]1[C:20]2[S:19][C:18](C(O)=O)=[CH:17][C:16]=2[CH:15]=[C:14]([C:24]([F:27])([F:26])[F:25])[CH:13]=1>[Cu]>[Br:11][C:12]1[C:20]2[S:19][CH:18]=[CH:17][C:16]=2[CH:15]=[C:14]([C:24]([F:27])([F:25])[F:26])[CH:13]=1. Procedure: To a mixture of quinoline (5 mL) and copper powder (0.39 g, 6.2 mmol) in a sealed tube was added 7-bromo-5-(trifluoromethyl)-1-benzothiophene-2-carboxylic acid (1.0 g, 3.1 mmol). The mixture was heated to 200° C. for 20 minutes, then allowed to cool to room temperature. The mixture was filtered, then the collected precipitate was washed with toluene. The filtrate was concentrated, then the resulting brown oil was diluted with EtOAc and poured into 6.0 M HCl (aq). The layers were separated, then ... Product: BrCC(=O)C=1C=CC(=NC1)N1N=CC=N1 (5-(2-bromoacetyl)-2-(2H-1,2,3-triazole-2-yl)pyridine). Reported procedure: 31.9 mg (corresponding to 0.170 mmol) of 5-acetyl-2-(2H-1,2,3-triazole-2-yl)pyridine was dissolved in 1.0 mL of dichloromethane and 71 μL of triethylamine, and then 44.1 μL (corresponding to 0.51 mmol) of bromotrimethylsilane was dropped under ice cooling. The resulting solution was stirred over night at room temperature under argon gas atmosphere, and then, the reaction solution was supplemented with water and extracted 3 times with dichloromethane. The combined dichloromethane layer was washed... Yield: 44.7%. Solvent: ClCCl (dichloromethane), C(C)N(CC)CC (triethylamine). Starting materials: BrN1C(CCC1=O)=O (N-bromosuccinimide), C(C)(=O)C=1C=CC(=NC1)N1N=CC=N1 (5-acetyl-2-(2H-1,2,3-triazole-2-yl)pyridine), O (water), Br[Si](C)(C)C (bromotrimethylsilane). As a reaction SMILES: [C:1]([C:4]1[CH:5]=[CH:6][C:7]([N:10]2[N:14]=[CH:13][CH:12]=[N:11]2)=[N:8][CH:9]=1)(=[O:3])[CH3:2].[Br:15][Si](C)(C)C.O.BrN1C(=O)CCC1=O>ClCCl.C(N(CC)CC)C>[Br:15][CH2:2][C:1]([C:4]1[CH:5]=[CH:6][C:7]([N:10]2[N:14]=[CH:13][CH:12]=[N:11]2)=[N:8][CH:9]=1)=[O:3]. The reactants are COC=1C=C(C=CC1OC)C1=NN2C(S1)=NC=C2I (2-(3,4-dimethoxy-phenyl)-5-iodo-imidazo[2,1-b][1,3,4]thiadiazole), O1CCOCC1 (dioxane), COC=1C=C(C=CC1OC)B(O)O (3,4-dimethoxyphenylboronic acid), C(=O)([O-])[O-].[K+].[K+] (K2CO3). Reagents/catalysts: Cl[Pd]([P](C1=CC=CC=C1)(C2=CC=CC=C2)C3=CC=CC=C3)([P](C4=CC=CC=C4)(C5=CC=CC=C5)C6=CC=CC=C6)Cl (Pd(Ph3P)2Cl2). The solvent is O (water). Run at temperature 120 celsius. The product is COC=1C=C(C=CC1OC)C1=NN2C(S1)=NC=C2C2=CC(=C(C=C2)OC)OC (2,5-Bis-(3,4-dimethoxy-phenyl)-imidazo[2,1-b][1,3,4]thiadiazole). Isolated yield 21.8%. As a reaction SMILES: [CH3:1][O:2][C:3]1[CH:4]=[C:5]([C:11]2[S:15][C:14]3=[N:16][CH:17]=[C:18](I)[N:13]3[N:12]=2)[CH:6]=[CH:7][C:8]=1[O:9][CH3:10].O1CCOCC1.[CH3:26][O:27][C:28]1[CH:29]=[C:30](B(O)O)[CH:31]=[CH:32][C:33]=1[O:34][CH3:35].C([O-])([O-])=O.[K+].[K+]>Cl[Pd](Cl)([P](C1C=CC=CC=1)(C1C=CC=CC=1)C1C=CC=CC=1)[P](C1C=CC=CC=1)(C1C=CC=CC=1)C1C=CC=CC=1.O>[CH3:1][O:2][C:3]1[CH:4]=[C:5]([C:11]2[S:15][C:14]3=[N:16][CH:17]=[C:18]([C:31]4[CH:30]=[CH:29][C:28]([O:27][CH3:26])=[C:33]([O:34][CH3:35])[CH:32]=4)[N:13]3[N:12]=2)[CH:6]=[CH:7][C:8]=1[O:9][CH3:10] |f:3.4.5,^1:47,66|. Procedure details: A mixture of 2-(3,4-dimethoxy-phenyl)-5-iodo-imidazo[2,1-b][1,3,4]thiadiazole (0.10 g, 0.3 mmol, 1 eq), dioxane (5 mL), 3,4-dimethoxyphenylboronic acid (0.12 g, 0.6 mmol, 2.5 eq), Pd(Ph3P)2Cl2 (0.018 g, 0.1 eq), K2CO3 (0.178 g, 1.3 mmol, 5 eq) and water (2 mL) was heated in the microwave oven (120° C., 30 min). The reaction mixture was concentrated, and the residue was purified by column chromatography (SiO2, cyclohexane/5-100% EtOAc). The obtained product was triturated with MeOH/Et2O to give t... The reactants are ClC1=C(C(=O)O)C=CC=C1 (2-chlorobenzoic acid), O1CCC(CC1)C(CN)C=1C=NC(=NC1)C(F)(F)F (2-(tetrahydro-2H-pyran-4-yl)-2-(2-(trifluoromethyl)pyrimidin-5-yl)ethanamine). Yields the product ClC1=C(C(=O)NCC(C=2C=NC(=NC2)C(F)(F)F)C2CCOCC2)C=CC=C1 (2-chloro-N-(2-(tetr ahydro-2H-pyran-4-yl)-2-(2-(trifluoromethyl)pyrimidin-5-yl)ethyl)benzamide). As a reaction SMILES: [Cl:1][C:2]1[CH:10]=[CH:9][CH:8]=[CH:7][C:3]=1[C:4]([OH:6])=O.[O:11]1[CH2:16][CH2:15][CH:14]([CH:17]([C:20]2[CH:21]=[N:22][C:23]([C:26]([F:29])([F:28])[F:27])=[N:24][CH:25]=2)[CH2:18][NH2:19])[CH2:13][CH2:12]1>>[Cl:1][C:2]1[CH:10]=[CH:9][CH:8]=[CH:7][C:3]=1[C:4]([NH:19][CH2:18][CH:17]([CH:14]1[CH2:15][CH2:16][O:11][CH2:12][CH2:13]1)[C:20]1[CH:21]=[N:22][C:23]([C:26]([F:28])([F:29])[F:27])=[N:24][CH:25]=1)=[O:6]. Procedure details: From 2-chlorobenzoic acid and 2-(tetrahydro-2H-pyran-4-yl)-2-(2-(trifluoromethyl)pyrimidin-5-yl)ethanamine. LCMS (MH+): m/z=414.1, tR (minutes, Method F)=2.54 Reactants: C(C)OC(=O)[C@H](CCC1=CC=CC=C1)N[C@@H]1C(N([C@@H](CSC1)C(C)C)CC(=O)OC(C)(C)C)=O (t-butyl α-{6(R)-[1(S)-ethoxycarbonyl-3-phenylpropylamino]-3(R)-isopropyl-5-oxoperhydro-1,4-thiazepin-4-yl}acetate), FC(C(=O)O)(F)F (trifluoroacetic acid). Yields the product C(C)OC(=O)[C@H](CCC1=CC=CC=C1)N[C@@H]1C(N([C@@H](CSC1)C(C)C)CC(=O)O)=O (α-{6(R)-[1(S)-Ethoxycarbonyl-3-phenylpropylamino]-3(R)-isopropyl-5-oxoperhydro-1,4-thiazepin-4-yl}acetic acid). The yield is 91.7%. Reaction SMILES: [CH2:1]([O:3][C:4]([C@@H:6]([NH:15][C@H:16]1[CH2:22][S:21][CH2:20][C@@H:19]([CH:23]([CH3:25])[CH3:24])[N:18]([CH2:26][C:27]([O:29]C(C)(C)C)=[O:28])[C:17]1=[O:34])[CH2:7][CH2:8][C:9]1[CH:14]=[CH:13][CH:12]=[CH:11][CH:10]=1)=[O:5])[CH3:2].FC(F)(F)C(O)=O>>[CH2:1]([O:3][C:4]([C@@H:6]([NH:15][C@H:16]1[CH2:22][S:21][CH2:20][C@@H:19]([CH:23]([CH3:24])[CH3:25])[N:18]([CH2:26][C:27]([OH:29])=[O:28])[C:17]1=[O:34])[CH2:7][CH2:8][C:9]1[CH:10]=[CH:11][CH:12]=[CH:13][CH:14]=1)=[O:5])[CH3:2]. Reported procedure: 0.32 g of t-butyl α-{6(R)-[1(S)-ethoxycarbonyl-3-phenylpropylamino]-3(R)-isopropyl-5-oxoperhydro-1,4-thiazepin-4-yl}acetate (isomer B) synthesized as described in Example 27 was subjected to de-t-butylation with trifluoroacetic acid in the same manner as described in Example 3, to give 260 mg of the title compound as an amorphous solid. Starting materials: CO, CCOC(=O)CC1CCCCc2nc(C(C)C)n(Cc3ccc(Cl)cc3)c21, [Na+], [OH-]. The product is CC(C)c1nc2c(n1Cc1ccc(Cl)cc1)C(CC(=O)O)CCCC2. Reaction SMILES: [CH3:30][OH:31].[Cl:1][c:2]1[cH:3][cH:4][c:5]([CH2:8][n:9]2[c:10]([CH:25]([CH3:26])[CH3:27])[n:11][c:12]3[c:13]2[CH:14]([CH2:19][C:20](=[O:21])[O:22][CH2:23][CH3:24])[CH2:15][CH2:16][CH2:17][CH2:18]3)[cH:6][cH:7]1.[Na+:29].[OH-:28]>>[Cl:1][c:2]1[cH:3][cH:4][c:5]([CH2:8][n:9]2[c:10]([CH:25]([CH3:26])[CH3:27])[n:11][c:12]3[c:13]2[CH:14]([CH2:19][C:20](=[O:21])[OH:22])[CH2:15][CH2:16][CH2:17][CH2:18]3)[cH:6][cH:7]1.